From a dataset of the Open Reaction Database (ORD), a public repository of structured organic reaction records. describe an organic reaction: reactants, conditions, products, and yield The solvent is C(C)(=O)OCC (ethyl acetate). Reactants: C1(=CC=C(C=C1)S(=O)(=O)O)C.NC[C@]1([C@@H]2C=C(C[C@@H]2C1)CC)CC(=O)OC(C)(C)C (Tert-butyl [(1R*,5S*,6S*)-6-aminomethyl-3-ethylbicyclo[3.2.0]hept-3-en-6-yl]acetate p-toluenesulfonate). RXN SMILES: C1(C)C=CC(S(O)(=O)=O)=CC=1.[NH2:12][CH2:13][C@:14]1([CH2:23][C:24]([O:26][C:27]([CH3:30])([CH3:29])[CH3:28])=[O:25])[CH2:20][C@@H:19]2[C@H:15]1[CH:16]=[C:17]([CH2:21][CH3:22])[CH2:18]2>C(OCC)(=O)C>[NH2:12][CH2:13][C@:14]1([CH2:23][C:24]([O:26][C:27]([CH3:28])([CH3:30])[CH3:29])=[O:25])[CH2:20][C@@H:19]2[C@H:15]1[CH:16]=[C:17]([CH2:21][CH3:22])[CH2:18]2 |f:0.1|. Procedure: Tert-butyl [(1R*,5S*,6S*)-6-aminomethyl-3-ethylbicyclo[3.2.0]hept-3-en-6-yl]acetate p-toluenesulfonate was suspended in ethyl acetate (20 v/w). The suspension was separated into aqueous and organic layers by the addition of an aqueous sodium bicarbonate solution (4 v/w) to obtain the free form of tert-butyl [(1R*,5S*,6S*)-6-aminomethyl-3-ethylbicyclo[3.2.0]hept-3-en-6-yl]acetate. To this tert-butyl [(1R*,5S*,6S*)-6-aminomethyl-3-ethylbicyclo[3.2.0]hept-3-en-6-yl]acetate (200 mg, 0.754 mmol), dii... The product is NC[C@]1([C@@H]2C=C(C[C@@H]2C1)CC)CC(=O)OC(C)(C)C (tert-butyl [(1R*,5S*,6S*)-6-aminomethyl-3-ethylbicyclo[3.2.0]hept-3-en-6-yl]acetate). The reactants are COc1ccc(C(=O)Nc2cnccc2NC(=O)c2ccc(C(C)(C)C)cc2OC2CCNCC2)cc1, O=Cc1ccsc1. Yields the product COc1ccc(C(=O)Nc2cnccc2NC(=O)c2ccc(C(C)(C)C)cc2OC2CCN(Cc3ccsc3)CC2)cc1. Reaction SMILES: [C:1]([CH3:2])([CH3:3])([CH3:4])[c:5]1[cH:6][c:7]([O:31][CH:32]2[CH2:33][CH2:34][NH:35][CH2:36][CH2:37]2)[c:8]([C:9](=[O:10])[NH:11][c:12]2[c:13]([NH:18][C:19]([c:20]3[cH:21][cH:22][c:23]([O:26][CH3:27])[cH:24][cH:25]3)=[O:28])[cH:14][n:15][cH:16][cH:17]2)[cH:29][cH:30]1.[s:38]1[cH:39][c:40]([CH:43]=[O:44])[cH:41][cH:42]1>>[C:1]([CH3:2])([CH3:3])([CH3:4])[c:5]1[cH:6][c:7]([O:31][CH:32]2[CH2:33][CH2:34][N:35]([CH2:43][c:40]3[cH:39][s:38][cH:42][cH:41]3)[CH2:36][CH2:37]2)[c:8]([C:9](=[O:10])[NH:11][c:12]2[c:13]([NH:18][C:19]([c:20]3[cH:21][cH:22][c:23]([O:26][CH3:27])[cH:24][cH:25]3)=[O:28])[cH:14][n:15][cH:16][cH:17]2)[cH:29][cH:30]1. Reactants: CI (methyl iodide), [H-].[Na+] (sodium hydride), oil, NC=1C=C(C=CC1)C1(CCOCC1)O (4-(3-aminophenyl)-4-hydroxytetrahydropyran). The solvent is CN(C)C=O (DMF). Reaction conditions: time 1 hour. Product: ethyl acetate hexanes, NC=1C=C(C=CC1)C1(CCOCC1)OC (4-(3-aminophenyl)-4-methoxytetrahydropyran). Isolated yield 77.1%. Reaction SMILES: [NH2:1][C:2]1[CH:3]=[C:4]([C:8]2([OH:14])[CH2:13][CH2:12][O:11][CH2:10][CH2:9]2)[CH:5]=[CH:6][CH:7]=1.[H-].[Na+].[CH3:17]I>CN(C=O)C>[NH2:1][C:2]1[CH:3]=[C:4]([C:8]2([O:14][CH3:17])[CH2:13][CH2:12][O:11][CH2:10][CH2:9]2)[CH:5]=[CH:6][CH:7]=1 |f:1.2|. Procedure: To a solution of 4-(3-aminophenyl)-4-hydroxytetrahydropyran (630 mg, 3.26 mmol), prepared as in step 3, in dry DMF (13 mL) was added sodium hydride (326 mg of a 60% oil dispersion). The reaction was stirred at ambient temperature for 1 hour and then methyl iodide (0.24 mL, 3.19 mmol) was added neat. The resulting solution was stirred at ambient temperature for 0.5 hour and quenched with saturated aqueous ammonium chloride. The biphasic solution was extracted with ethyl acetate. The organic layer... The reactants are NC=1SC(=C(N1)C(=O)N1[C@H]2C[C@H]2C[C@H]1CN)C1=CC(=CC=C1)F ([2-amino-5-(3-fluoro-phenyl)-thiazol-4-yl]-((1S,3S,5S)-3-aminomethyl-2-aza-bicyclo[3.1.0]hex-2-yl)-methanone), O1N=C(C2=C1C=CC=C2)C(=O)O (benzo[d]isoxazole-3-carboxylic acid). Yields the product NC=1SC(=C(N1)C(=O)N1[C@H]2C[C@H]2C[C@H]1CNC(=O)C1=NOC2=C1C=CC=C2)C2=CC(=CC=C2)F (benzo[d] isoxazole-3-carboxylic acid {(1S,3S,5S)-2-[2-amino-5-(3-fluoro-phenyl)-thiazole-4-carbonyl]-2-aza-bicyclo[3.1.0]hex-3-ylmethyl}-amide). As a reaction SMILES: [NH2:1][C:2]1[S:3][C:4]([C:17]2[CH:22]=[CH:21][CH:20]=[C:19]([F:23])[CH:18]=2)=[C:5]([C:7]([N:9]2[C@H:14]([CH2:15][NH2:16])[CH2:13][C@H:12]3[C@@H:10]2[CH2:11]3)=[O:8])[N:6]=1.[O:24]1[C:28]2[CH:29]=[CH:30][CH:31]=[CH:32][C:27]=2[C:26]([C:33](O)=[O:34])=[N:25]1>>[NH2:1][C:2]1[S:3][C:4]([C:17]2[CH:22]=[CH:21][CH:20]=[C:19]([F:23])[CH:18]=2)=[C:5]([C:7]([N:9]2[C@H:14]([CH2:15][NH:16][C:33]([C:26]3[C:27]4[CH:32]=[CH:31][CH:30]=[CH:29][C:28]=4[O:24][N:25]=3)=[O:34])[CH2:13][C@H:12]3[C@@H:10]2[CH2:11]3)=[O:8])[N:6]=1. Procedure details: prepared by reaction of [2-amino-5-(3-fluoro-phenyl)-thiazol-4-yl]-((1S,3S,5S)-3-aminomethyl-2-aza-bicyclo[3.1.0]hex-2-yl)-methanone with benzo[d]isoxazole-3-carboxylic acid. LC-MS (basic): tR=0.83 min; [M+H]+=478.2. Reactants: C(C)OC(=O)C1=C(OC2=CC3=C(NC(=N3)C3=NC=CC=C3)C=C2OC2=CC=C(C=C2)S(=O)(=O)C)C=CC=C1 (5-(2-Ethoxycarbonyl-phenoxy)-6-(4-methanesulfonyl-phenoxy)-2-pyridin-2-yl-1H-benzimidazole), FC(OC1=NC=CC=C1O)F (2-difluoromethoxy-pyridin-3-ol). Product: FC(OC1=NC=CC=C1OC1=CC2=C(NC(=N2)C2=NC=CC=C2)C=C1OC1=CC=C(C=C1)S(=O)(=O)C)F (5-(2-Difluoromethoxy-pyridin-3-yloxy)-6-(4-methanesulfonyl-phenoxy)-2-pyridin-2-yl-1H-benzimidazole). Reaction SMILES: C(OC(C1C=[CH:37][CH:36]=[CH:35][C:7]=1[O:8][C:9]1[C:23]([O:24][C:25]2[CH:30]=[CH:29][C:28]([S:31]([CH3:34])(=[O:33])=[O:32])=[CH:27][CH:26]=2)=[CH:22][C:12]2[NH:13][C:14]([C:16]3[CH:21]=[CH:20][CH:19]=[CH:18][N:17]=3)=[N:15][C:11]=2[CH:10]=1)=O)C.[F:39][CH:40]([F:49])[O:41][C:42]1C(O)=CC=C[N:43]=1>>[F:39][CH:40]([F:49])[O:41][C:42]1[C:7]([O:8][C:9]2[C:23]([O:24][C:25]3[CH:26]=[CH:27][C:28]([S:31]([CH3:34])(=[O:32])=[O:33])=[CH:29][CH:30]=3)=[CH:22][C:12]3[NH:13][C:14]([C:16]4[CH:21]=[CH:20][CH:19]=[CH:18][N:17]=4)=[N:15][C:11]=3[CH:10]=2)=[CH:35][CH:36]=[CH:37][N:43]=1. Procedure details: The entitled compound was obtained as a pale yellow solid in the same method as in Example 14 or in accordance with the method or by combining it with an ordinary method but using 5-fluoro-4-(4-methanesulfonyl-phenoxy)-2-nitro-phenylamine obtained in Example 14 and 2-difluoromethoxy-pyridin-3-ol. Starting materials: BrCc1ccccc1, CCOC(=O)c1ccc(C(C(N)=O)C(C)c2cc(O)ccc2N2CCCCC2)cc1, [H-], [Na+], CN(C)C=O. Product: CCOC(=O)c1ccc(C(C(N)=O)C(C)c2cc(OCc3ccccc3)ccc2N2CCCCC2)cc1. RXN SMILES: [Br:33][CH2:34][c:35]1[cH:36][cH:37][cH:38][cH:39][cH:40]1.[CH2:1]([CH3:2])[O:3][C:4]([c:5]1[cH:6][cH:7][c:8]([CH:11]([C:12](=[O:13])[NH2:14])[CH:15]([CH3:16])[c:17]2[c:18]([N:24]3[CH2:25][CH2:26][CH2:27][CH2:28][CH2:29]3)[cH:19][cH:20][c:21]([OH:23])[cH:22]2)[cH:9][cH:10]1)=[O:30].[H-:31].[Na+:32].[O:41]=[CH:42][N:43]([CH3:44])[CH3:45]>>[CH2:1]([CH3:2])[O:3][C:4]([c:5]1[cH:6][cH:7][c:8]([CH:11]([C:12](=[O:13])[NH2:14])[CH:15]([CH3:16])[c:17]2[c:18]([N:24]3[CH2:25][CH2:26][CH2:27][CH2:28][CH2:29]3)[cH:19][cH:20][c:21]([O:23][CH2:34][c:35]3[cH:36][cH:37][cH:38][cH:39][cH:40]3)[cH:22]2)[cH:9][cH:10]1)=[O:30]. The reactants are CC(C)(C)c1ccc(N)cc1, CN(C)c1ccncc1, ClCCl, O=C(O)C1=CCN(c2ncccc2C(F)(F)F)CC1, CN(C)C=O, O, c1ccncc1. The product is CC(C)(C)c1ccc(NC(=O)C2=CCN(c3ncccc3C(F)(F)F)CC2)cc1. Reaction SMILES: [C:31]([CH3:32])([CH3:33])([CH3:34])[c:35]1[cH:36][cH:37][c:38]([NH2:39])[cH:40][cH:41]1.[CH3:45][N:46]([c:47]1[cH:48][cH:49][n:50][cH:51][cH:52]1)[CH3:53].[Cl:42][CH2:43][Cl:44].[F:1][C:2]([c:3]1[c:4]([N:9]2[CH2:10][CH2:11][C:12]([C:15](=[O:16])[OH:17])=[CH:13][CH2:14]2)[n:5][cH:6][cH:7][cH:8]1)([F:18])[F:19].[O:20]=[CH:21][N:22]([CH3:23])[CH3:24].[OH2:54].[cH:25]1[cH:26][cH:27][n:28][cH:29][cH:30]1>>[F:1][C:2]([c:3]1[c:4]([N:9]2[CH2:10][CH2:11][C:12]([C:15](=[O:17])[NH:39][c:38]3[cH:37][cH:36][c:35]([C:31]([CH3:32])([CH3:33])[CH3:34])[cH:41][cH:40]3)=[CH:13][CH2:14]2)[n:5][cH:6][cH:7][cH:8]1)([F:18])[F:19].